From a dataset of the Open Reaction Database (ORD), a public repository of structured organic reaction records. describe an organic reaction: reactants, conditions, products, and yield The reactants are ClCC=1C=CC(=NC1)C1=CC(=C(C(=C1)OC)OC)OC (5-Chloromethyl-2-(3,4,5-Trimethoxyphenyl)pyridine), N1CCNCC1 (piperazine). Product: COC=1C=C(C=C(C1OC)OC)C1=NC=C(C=C1)CN1CCN(CC1)CC=1C=CC(=NC1)C1=CC(=C(C(=C1)OC)OC)OC (N,N′-bis[[2-(3,4,5-Trimethoxyphenyl)pyridin-5-yl]methyl]piperazine). Reaction SMILES: Cl[CH2:2][C:3]1[CH:4]=[CH:5][C:6]([C:9]2[CH:14]=[C:13]([O:15][CH3:16])[C:12]([O:17][CH3:18])=[C:11]([O:19][CH3:20])[CH:10]=2)=[N:7][CH:8]=1.[NH:21]1[CH2:26][CH2:25][NH:24][CH2:23][CH2:22]1>>[CH3:20][O:19][C:11]1[CH:10]=[C:9]([C:6]2[CH:5]=[CH:4][C:3]([CH2:2][N:21]3[CH2:26][CH2:25][N:24]([CH2:2][C:3]4[CH:4]=[CH:5][C:6]([C:9]5[CH:14]=[C:13]([O:15][CH3:16])[C:12]([O:17][CH3:18])=[C:11]([O:19][CH3:20])[CH:10]=5)=[N:7][CH:8]=4)[CH2:23][CH2:22]3)=[CH:8][N:7]=2)[CH:14]=[C:13]([O:15][CH3:16])[C:12]=1[O:17][CH3:18]. Procedure: 5-Chloromethyl-2-(3,4,5-Trimethoxyphenyl)pyridine (294 mg) and piperazine (43 mg) were reacted in the same manner as in Example 1 to obtain the title compound as a free base. Starting materials: C(C)(=O)O[C@H]1[C@H](OC=2C=NC=CC2Br)SC[C@H]([C@@H]1OC(C)=O)OC(C)=O (4-bromo-3-pyridinyl 2,3,4-tri-O-acetyl-5-thio-β-D-xylopyranoside), II, N1=CC(=CC=C1)B(O)O (3-pyridineboronic acid). Isolated yield 57.0%. The product is C(C)(=O)O[C@H]1[C@H](OC=2C=NC=CC2C=2C=NC=CC2)SC[C@H]([C@@H]1OC(C)=O)OC(C)=O (4-(3-Pyridinyl)-3-pyridinyl 2,3,4-tri-O-acetyl-5-thio-β-D-xylopyranoside), solid. Procedure details: By carrying out the operation analogously to example 1, starting from 4-bromo-3-pyridinyl 2,3,4-tri-O-acetyl-5-thio-β-D-xylopyranoside, obtained according to preparation II, and 3-pyridineboronic acid, the desired product is obtained in the form of an ecru solid (yield=57%). As a reaction SMILES: [C:1]([O:4][C@@H:5]1[C@@H:18]([O:19][C:20](=[O:22])[CH3:21])[C@H:17]([O:23][C:24](=[O:26])[CH3:25])[CH2:16][S:15][C@H:6]1[O:7][C:8]1[CH:9]=[N:10][CH:11]=[CH:12][C:13]=1Br)(=[O:3])[CH3:2].[N:27]1[CH:32]=[CH:31][CH:30]=[C:29](B(O)O)[CH:28]=1>>[C:1]([O:4][C@@H:5]1[C@@H:18]([O:19][C:20](=[O:22])[CH3:21])[C@H:17]([O:23][C:24](=[O:26])[CH3:25])[CH2:16][S:15][C@H:6]1[O:7][C:8]1[CH:9]=[N:10][CH:11]=[CH:12][C:13]=1[C:29]1[CH:28]=[N:27][CH:32]=[CH:31][CH:30]=1)(=[O:3])[CH3:2]. As a reaction SMILES: [C:17]([c:18]1[cH:19][cH:20][cH:21][cH:22][cH:23]1)(=[O:24])[CH2:25][CH2:26][CH2:27][Cl:28].[C:29](=[O:30])([O-:31])[O-:32].[CH3:1][O:2][c:3]1[cH:4][c:5]([C:9]23[CH2:10][CH2:11][CH2:12][CH:13]([NH:14][CH2:15]2)[CH2:16]3)[cH:6][cH:7][cH:8]1.[CH3:44][c:45]1[cH:46][cH:47][cH:48][cH:49][cH:50]1.[I-:36].[K+:33].[K+:34].[K+:35].[OH2:43].[cH:37]1[cH:38][cH:39][cH:40][cH:41][cH:42]1>>[CH3:1][O:2][c:3]1[cH:4][c:5]([C:9]23[CH2:10][CH2:11][CH2:12][CH:13]([N:14]([CH2:27][CH2:26][CH2:25][C:17]([c:18]4[cH:19][cH:20][cH:21][cH:22][cH:23]4)=[O:24])[CH2:15]2)[CH2:16]3)[cH:6][cH:7][cH:8]1.[ClH:28]. Product: COc1cccc(C23CCCC(C2)N(CCCC(=O)c2ccccc2)C3)c1, Cl. The reactants are O=C(CCCCl)c1ccccc1, O=C([O-])[O-], COc1cccc(C23CCCC(C2)NC3)c1, Cc1ccccc1, [I-], [K+], [K+], [K+], O, c1ccccc1. Starting materials: C(=CC)C1=C(C=C(C=C1)OC)CCC(=O)OC(C)(C)C (tert-butyl 3-(2-propeny-5-methoxyphenyl)propionate), NaO4, C1CCOC1 (THF). The reagents and catalysts are [Os](=O)(=O)(=O)=O (osmium tetroxide). Run in O (H2O). Yields the product O=CCC1=C(C=C(C=C1)OC)CCC(=O)OC(C)(C)C (tert-Butyl 3-(2-oxoethyl-5-methoxyphenyl)propionate). Isolated yield 43.0%. Reaction SMILES: [CH:1]([C:4]1[CH:9]=[CH:8][C:7]([O:10][CH3:11])=[CH:6][C:5]=1[CH2:12][CH2:13][C:14]([O:16][C:17]([CH3:20])([CH3:19])[CH3:18])=[O:15])=[CH:2]C.C1C[O:24]CC1>O.[Os](=O)(=O)(=O)=O>[O:24]=[CH:2][CH2:1][C:4]1[CH:9]=[CH:8][C:7]([O:10][CH3:11])=[CH:6][C:5]=1[CH2:12][CH2:13][C:14]([O:16][C:17]([CH3:20])([CH3:19])[CH3:18])=[O:15]. Procedure: To a solution of tert-butyl 3-(2-propeny-5-methoxyphenyl)propionate (7.2 g, 26 mmol) in THF (60 mL) and H2O (30 mL) were added NaO4 (9.8 g, 46 nmmol) and 4% osmium tetroxide (1 mL). After stirring at RT, the mixture was filtered and the filtrate was diluted with ether. The combined extracts were dried and evaporated to give the crude product which was flash chromatographed to give the titled compound (3.0 g; 43% yield).